Dataset: the Open Reaction Database (ORD), a public repository of structured organic reaction records. Task: describe an organic reaction: reactants, conditions, products, and yield Starting materials: O (water), CC(C=C)(C)C1(CN(CC1)C(=O)OC(C)(C)C)O (tert-butyl 3-(1,1-dimethylprop-2-en-1-yl)-3-hydroxypyrrolidine-1-carboxylate), C(C)(=O)O (acetic acid), O (water). The reagents and catalysts are [O-2].[Cr+6].[O-2].[O-2] (chromium(VI) oxide). Solvent: C(Cl)Cl (methylene chloride), C(Cl)Cl (methylene chloride), C(Cl)Cl (methylene chloride). Conditions: time 2 hour. The product is CC1(CC(OC12CN(CC2)C(=O)OC(C)(C)C)=O)C (tert-butyl 4,4-dimethyl-2-oxo-1-oxa-7-azaspiro[4.4]nonane-7-carboxylate). As a reaction SMILES: [CH3:1][C:2]([C:6]1([OH:18])[CH2:10][CH2:9][N:8]([C:11]([O:13][C:14]([CH3:17])([CH3:16])[CH3:15])=[O:12])[CH2:7]1)([CH3:5])[CH:3]=[CH2:4].C(O)(=[O:21])C.O>[O-2].[Cr+6].[O-2].[O-2].C(Cl)Cl>[CH3:5][C:2]1([CH3:1])[C:6]2([CH2:10][CH2:9][N:8]([C:11]([O:13][C:14]([CH3:17])([CH3:16])[CH3:15])=[O:12])[CH2:7]2)[O:18][C:4](=[O:21])[CH2:3]1 |f:3.4.5.6|. Procedure: To a solution of borane-dimethyl sulfide complex (0.409 mL, 0.00460 mol) in methylene chloride (6.00 mL, 0.0936 mol) was slowly added a solution of tert-butyl 3-(1,1-dimethylprop-2-en-1-yl)-3-hydroxypyrrolidine-1-carboxylate (3.20 g, 0.0125 mol) in methylene chloride (6.00 mL, 0.0936 mol) with stirring at rt. After 2 h, the reaction mixture was slowly added to a solution of chromium(VI) oxide (7.52 g, 0.0752 mol) in acetic acid (45.00 mL, 0.7915 mol), and water (5.00 mL, 0.278 mol) at 5° C. Afte... The reactants are CCOC(=O)c1ccc(COc2cccc(NC(C)=O)c2C=O)cc1, CCO, [Na+], [OH-], O. Yields the product CC(=O)Nc1cccc(OCc2ccc(C(=O)O)cc2)c1C=O. Reaction SMILES: [C:1]([CH3:2])(=[O:3])[NH:4][c:5]1[c:6]([CH:24]=[O:25])[c:7]([O:8][CH2:9][c:10]2[cH:11][cH:12][c:13]([C:14](=[O:15])[O:16][CH2:17][CH3:18])[cH:19][cH:20]2)[cH:21][cH:22][cH:23]1.[CH3:28][CH2:29][OH:30].[Na+:27].[OH-:26].[OH2:31]>>[C:1]([CH3:2])(=[O:3])[NH:4][c:5]1[c:6]([CH:24]=[O:25])[c:7]([O:8][CH2:9][c:10]2[cH:11][cH:12][c:13]([C:14](=[O:15])[OH:16])[cH:19][cH:20]2)[cH:21][cH:22][cH:23]1. Reactants: C=C(C)C(O)c1cc(OCc2ccccc2)ccc1[N+](=O)[O-], ClCCl. Yields the product C=C(C)C(=O)c1cc(OCc2ccccc2)ccc1[N+](=O)[O-]. RXN SMILES: [CH2:1]([c:2]1[cH:3][cH:4][cH:5][cH:6][cH:7]1)[O:8][c:9]1[cH:10][cH:11][c:12]([N+:20](=[O:21])[O-:22])[c:13]([CH:15]([C:16](=[CH2:17])[CH3:18])[OH:19])[cH:14]1.[Cl:23][CH2:24][Cl:25]>>[CH2:1]([c:2]1[cH:3][cH:4][cH:5][cH:6][cH:7]1)[O:8][c:9]1[cH:10][cH:11][c:12]([N+:20](=[O:21])[O-:22])[c:13]([C:15]([C:16](=[CH2:17])[CH3:18])=[O:19])[cH:14]1. The reactants are C(CCC)C=1N(C(=C(N1)Cl)CNS(=O)(=O)C(F)(F)F)CC1=CC=C(C=C1)C(C1=C(C=CC=C1)C(=O)OC)=O (2-Butyl-1-[4-(2-carbomethoxybenzoyl)benzyl]-4-chloro-5-[(trifluoromethylsulfonamido)methyl]imidazole), [OH-].[Na+] (NaOH), CO (methanol). Run in O (water). Conditions: time 5 hour. Product: C(CCC)C=1N(C(=C(N1)Cl)CNS(=O)(=O)C(F)(F)F)CC1=CC=C(C=C1)C(C1=C(C=CC=C1)C(=O)O)=O (2-Butyl-1-[4-(2-carboxybenzoyl)benzyl]-4-chloro-5-[(trifluoromethylsulfonamido)methyl]imidazole). Reaction SMILES: [CH2:1]([C:5]1[N:6]([CH2:20][C:21]2[CH:26]=[CH:25][C:24]([C:27](=[O:38])[C:28]3[CH:33]=[CH:32][CH:31]=[CH:30][C:29]=3[C:34]([O:36]C)=[O:35])=[CH:23][CH:22]=2)[C:7]([CH2:11][NH:12][S:13]([C:16]([F:19])([F:18])[F:17])(=[O:15])=[O:14])=[C:8]([Cl:10])[N:9]=1)[CH2:2][CH2:3][CH3:4].[OH-].[Na+].CO>O>[CH2:1]([C:5]1[N:6]([CH2:20][C:21]2[CH:26]=[CH:25][C:24]([C:27](=[O:38])[C:28]3[CH:33]=[CH:32][CH:31]=[CH:30][C:29]=3[C:34]([OH:36])=[O:35])=[CH:23][CH:22]=2)[C:7]([CH2:11][NH:12][S:13]([C:16]([F:17])([F:18])[F:19])(=[O:14])=[O:15])=[C:8]([Cl:10])[N:9]=1)[CH2:2][CH2:3][CH3:4] |f:1.2|. Procedure: 2-Butyl-1-[4-(2-carbomethoxybenzoyl)benzyl]-4-chloro-5-[(trifluoromethylsulfonamido)methyl]imidazole (150 mg, 0.26 mmol, 1 eq), 1.000N NaOH (0.55 mL, 0.55 mmol, 2.1 eq), methanol (20 mL), and water (0.5 mL) were mixed and stirred for 5 hours at room temperature under N2. The solvent was removed in vacuo. Water (50 mL) was added and the pH was adjusted to 4 with 1N HCl. Tan solids precipitated. These were collected and dried to yield 89 mg. NMR (200 MHz, DMSO-d6) δ7.98 (d, 1H, J=7 Hz); 7.70 (t, 1... Reactants: C(C)N(C1=CC=C(C=C1)C(C(F)(F)F)(C(F)(F)F)O)CC=1N=C(OC1C)C=1C=C(C(=O)O)C=CC1 (3-[4-({ethyl-[4-(2,2,2-trifluoro-1-hydroxy-1-trifluoromethyl-ethyl)-phenyl]-amino}-methyl)-5-methyl-oxazol-2-yl]-benzoic acid), Cl.CN (methylamine hydrochloride), CN1CCOCC1 (4-methylmorpholine), CCN=C=NCCCN(C)C (EDCI), C=1C=CC2=C(C1)N=NN2O (HOBT), [NH4+].[Cl-] (NH4Cl). Run in CCOCC (Et2O), CN(C)C=O (DMF). Reaction conditions: time 6 hour. Yields the product C(C)N(C1=CC=C(C=C1)C(C(F)(F)F)(C(F)(F)F)O)CC=1N=C(OC1C)C=1C=C(C(=O)NC)C=CC1 (3-[4-({ethyl-[4-(2,2,2-trifluoro-1-hydroxy-1-trifluoromethyl-ethyl)-phenyl]-amino}-methyl)-5-methyl-oxazol-2-yl]-N-methyl-benzamide). The yield is 82.5%. RXN SMILES: [CH2:1]([N:3]([CH2:20][C:21]1[N:22]=[C:23]([C:27]2[CH:28]=[C:29]([CH:33]=[CH:34][CH:35]=2)[C:30]([OH:32])=O)[O:24][C:25]=1[CH3:26])[C:4]1[CH:9]=[CH:8][C:7]([C:10]([OH:19])([C:15]([F:18])([F:17])[F:16])[C:11]([F:14])([F:13])[F:12])=[CH:6][CH:5]=1)[CH3:2].Cl.CN.[CH3:39][N:40]1CCOCC1.CCN=C=NCCCN(C)C.C1C=CC2N(O)N=NC=2C=1.[NH4+].[Cl-]>CN(C=O)C.CCOCC>[CH2:1]([N:3]([CH2:20][C:21]1[N:22]=[C:23]([C:27]2[CH:28]=[C:29]([CH:33]=[CH:34][CH:35]=2)[C:30]([NH:40][CH3:39])=[O:32])[O:24][C:25]=1[CH3:26])[C:4]1[CH:5]=[CH:6][C:7]([C:10]([OH:19])([C:11]([F:14])([F:12])[F:13])[C:15]([F:18])([F:16])[F:17])=[CH:8][CH:9]=1)[CH3:2] |f:1.2,6.7|. Procedure details: A solution of 22 mg (0.04 mmol) of 3-[4-({ethyl-[4-(2,2,2-trifluoro-1-hydroxy-1-trifluoromethyl-ethyl)-phenyl]-amino}-methyl)-5-methyl-oxazol-2-yl]-benzoic acid (example 32) in 1 mL of DMF was treated with 9 mg (0.13 mmol) of methylamine hydrochloride and 0.03 mL (0.26 mmol) of 4-methylmorpholine and cooled to 0°. After addition of 12 mg (0.06 mmol) of EDCI and 1 mg (0.001 mmol) of HOBT the mixture was allowed to reach RT, stirred for 6 hours and distributed between Et2O and a saturated aqueous ... Procedure details: Prepared from (4-benzoyl-2-nitro-phenyl)-carbamic acid tert.-butyl ester (Example D1) (280 mg, 0.82 mmol) by catalytic hydrogenation with Raney-Ni according to the general procedure G (method a). Obtained as a yellow foam (269 mg). Yields the product C(C)(C)(C)OC(NC1=C(C=C(C=C1)C(C1=CC=CC=C1)=O)N)=O ((2-Amino-4-benzoyl-phenyl)-carbamic acid tert.-butyl ester). Starting materials: C(C)(C)(C)OC(NC1=C(C=C(C=C1)C(C1=CC=CC=C1)=O)[N+](=O)[O-])=O ((4-Benzoyl-2-nitro-phenyl)-carbamic acid tert.-butyl ester). Yield: 105.0%. As a reaction SMILES: [C:1]([O:5][C:6](=[O:25])[NH:7][C:8]1[CH:13]=[CH:12][C:11]([C:14](=[O:21])[C:15]2[CH:20]=[CH:19][CH:18]=[CH:17][CH:16]=2)=[CH:10][C:9]=1[N+:22]([O-])=O)([CH3:4])([CH3:3])[CH3:2]>[Ni]>[C:1]([O:5][C:6](=[O:25])[NH:7][C:8]1[CH:13]=[CH:12][C:11]([C:14](=[O:21])[C:15]2[CH:20]=[CH:19][CH:18]=[CH:17][CH:16]=2)=[CH:10][C:9]=1[NH2:22])([CH3:4])([CH3:2])[CH3:3]. Reagents/catalysts: [Ni] (Ni). Reactants: S(=O)(Cl)Cl (Thionyl chloride), C(=O)(O)C1=CC=C(C=O)C=C1 (4-carboxybenzaldehyde), C(C)NC (Ethylmethylamine). Solvent: ClCCl (dichloromethane). Run at time 8 hour. Yields the product C(C)N(C(C1=CC=C(C=C1)C=O)=O)C (N-ethyl-4-formyl-N-methylbenzamide). Yield: 37.7%. RXN SMILES: S(Cl)(Cl)=O.[C:5]([C:8]1[CH:15]=[CH:14][C:11]([CH:12]=[O:13])=[CH:10][CH:9]=1)([OH:7])=O.[CH2:16]([NH:18][CH3:19])[CH3:17]>ClCCl>[CH2:16]([N:18]([CH3:19])[C:5](=[O:7])[C:8]1[CH:15]=[CH:14][C:11]([CH:12]=[O:13])=[CH:10][CH:9]=1)[CH3:17]. Reported procedure: Thionyl chloride (26 mL, 0.36 mol) was added dropwise to a solution of 4-carboxybenzaldehyde (50.0 g, 0.33 mol) in 2000 mL of dichloromethane:N,N-dimethylfonamide (4:1 mixture). The mixture was stilTed overnight at room temperature. Ethylmethylamine (75.0 g, 1.3 mol) was added dropwise, and stirring was continued at room temperature for 90 minutes. The solvent was removed under vacuum, the residue was dissolved in 500 mL of 0.1M sodium hydroxide, and extracted with ethyl acetate. The organic pha... Reactants: O=[N+]([O-])c1cc([N+](=O)[O-])cc(S(=O)(=O)NCCCNc2nc(Cl)ncc2Br)c1, C1CCOC1, Cl, [Na+], [OH-]. The product is Nc1cc([N+](=O)[O-])cc(S(=O)(=O)NCCCNc2nc(Cl)ncc2Br)c1. RXN SMILES: [Br:1][c:2]1[c:3]([NH:9][CH2:10][CH2:11][CH2:12][NH:13][S:14](=[O:15])(=[O:16])[c:17]2[cH:18][c:19]([N+:26](=[O:27])[O-:28])[cH:20][c:21]([N+:23]([O-:24])=[O:25])[cH:22]2)[n:4][c:5]([Cl:8])[n:6][cH:7]1.[CH2:32]1[O:33][CH2:34][CH2:35][CH2:36]1.[ClH:29].[Na+:31].[OH-:30]>>[Br:1][c:2]1[c:3]([NH:9][CH2:10][CH2:11][CH2:12][NH:13][S:14](=[O:15])(=[O:16])[c:17]2[cH:18][c:19]([N+:26](=[O:27])[O-:28])[cH:20][c:21]([NH2:23])[cH:22]2)[n:4][c:5]([Cl:8])[n:6][cH:7]1. The reactants are Cl (hydrochloric acid), C(=O)NC=1SC(=C(N1)C(C(=O)OCC)=O)Cl (Ethyl (2-formamido-5-chlorothiazol-4-yl)glyoxylate), [OH-].[K+] (potassium hydroxide), NOCC(=O)OC(C)(C)C (tert-butyl 2-aminooxyacetate), potassium (υ-formamido-5-chlorothiazol-4-yl)glyoxylate. Run in N1=CC=CC=C1 (pyridine), O1CCCC1 (tetrahydrofuran). Reaction conditions: time 10 minute. The product is C(=O)NC=1SC(=C(N1)C(C(=O)O)=NOCC(=O)OC(C)(C)C)Cl (2-(2-formamido-5-chlorothiazol-4-yl)-2-tert-butoxycarbonylmethoxyiminoacetic acid). The yield is 42.3%. Reaction SMILES: [CH:1]([NH:3][C:4]1[S:5][C:6]([Cl:16])=[C:7]([C:9](=O)[C:10]([O:12]CC)=[O:11])[N:8]=1)=[O:2].[OH-].[K+].Cl.[NH2:20][O:21][CH2:22][C:23]([O:25][C:26]([CH3:29])([CH3:28])[CH3:27])=[O:24]>O1CCCC1.N1C=CC=CC=1>[CH:1]([NH:3][C:4]1[S:5][C:6]([Cl:16])=[C:7]([C:9](=[N:20][O:21][CH2:22][C:23]([O:25][C:26]([CH3:29])([CH3:28])[CH3:27])=[O:24])[C:10]([OH:12])=[O:11])[N:8]=1)=[O:2] |f:1.2|. Reported procedure: Ethyl (2-formamido-5-chlorothiazol-4-yl)glyoxylate (14.5 g) was added to a solution of 1 N aqueous potassium hydroxide (110 ml) at ambient temperature, and the mixture was stirred for 10 minutes to prepare the solution of potassium (υ-formamido-5-chlorothiazol-4-yl)glyoxylate. After this solution was adjusted to pH 2 with 10% hydrochloric acid under ice-cooling, thereto were added pyridine (20 ml) and a solution of tert-butyl 2-aminooxyacetate (10.3 g) in tetrahydrofuran (50 ml), followed by sti...